From a dataset of the Open Reaction Database (ORD), a public repository of structured organic reaction records. describe an organic reaction: reactants, conditions, products, and yield Solvent: C1CCOC1 (THF). Starting materials: COC(C1=CC=C(C=C1)F)=O (4-fluoro-benzoic acid methyl ester), CC(C)(C)[O-].[K+] (KOtBu), 18-Krone-6, CC(=O)C1=CC=C(C=C1)F (4-fluoracetophenone), O (water). Procedure: 9.27 g KOtBu was added to 109 mg 18-Krone-6 and 5 mL 4-fluoracetophenone in 150 mL THF. After 30 min at RT 10.7 g 4-fluoro-benzoic acid methyl ester was added and stirred for 3 h at RT. The reaction was decomposed with water and filtered, the filtrate was concentrated and the residue was purified by chromatography on silica gel (cyclohexane/EE: 98:2). The solvent was removed and 3.9 g of the desired compound was obtained. (M+H)+: 261. Reaction conditions: time 3 hour. Reaction SMILES: CC([O-])(C)C.[K+].[CH3:7][C:8]([C:10]1[CH:15]=[CH:14][C:13]([F:16])=[CH:12][CH:11]=1)=[O:9].C[O:18][C:19](=O)[C:20]1[CH:25]=[CH:24][C:23]([F:26])=[CH:22][CH:21]=1.O>C1COCC1>[F:16][C:13]1[CH:14]=[CH:15][C:10]([C:8](=[O:9])[CH2:7][C:19]([C:20]2[CH:25]=[CH:24][C:23]([F:26])=[CH:22][CH:21]=2)=[O:18])=[CH:11][CH:12]=1 |f:0.1|. Product: FC1=CC=C(C=C1)C(CC(=O)C1=CC=C(C=C1)F)=O (1,3-Bis-(4-fluoro-phenyl)-1,3-propandione). Starting materials: [Br-], [Mg+]C1CC1, Nc1ccc(-c2cccc(Cl)c2)cc1C(=O)C1CC1. The product is Nc1ccc(-c2cccc(Cl)c2)cc1C(O)(C1CC1)C1CC1. RXN SMILES: [Br-:20].[CH:21]1([Mg+:24])[CH2:22][CH2:23]1.[NH2:1][c:2]1[c:3]([C:15](=[O:16])[CH:17]2[CH2:18][CH2:19]2)[cH:4][c:5](-[c:8]2[cH:9][c:10]([Cl:14])[cH:11][cH:12][cH:13]2)[cH:6][cH:7]1>>[NH2:1][c:2]1[c:3]([C:15]([OH:16])([CH:17]2[CH2:18][CH2:19]2)[CH:21]2[CH2:22][CH2:23]2)[cH:4][c:5](-[c:8]2[cH:9][c:10]([Cl:14])[cH:11][cH:12][cH:13]2)[cH:6][cH:7]1. Reactants: C1=CC(=CC=C1CSC(=NC2=C(C=C(C=C2)Cl)Cl)CN3C=NC=N3)Cl (imibenconazole), CC(C)C1CCC(C1(CN2C=NC=N2)O)CC=3C=CC(=CC3)Cl (ipconazole), CC(C)OC(=O)C(=C1SCCS1)C(=O)OC(C)C (isoprothiolane), CCCCNC(=O)OCC#CI (iodocarb), CC1=CC=C(C=C1)C(C)NC(=O)[C@@H](C(C)C)NC(=O)OC(C)C (iprovalicarb), CC(C)CC(=O)N1CC(=O)N(C1=O)C2=CC(=CC(=C2)Cl)Cl (isovaledione), CCC(=O)C1(C(O1)C(C)CC(C)C2C(C(C(/C=C/C(CCC/C=C(/C3C(=CCC(O3)(CC(=O)O2)O)C)\C)OC4CC(C(C(O4)C)O)OC(=O)N)C)O)C)C (irumamycin), CC(C)NC(=O)N1CC(=O)N(C1=O)C=2C=C(C=C(C2)Cl)Cl (iprodione), CC(=O)O.CC(=O)O.CC(=O)O.C(CCCCN=C(N)N)CCCNCCCCCCCCN=C(N)N (iminoctadine triacetate), C(CCCCN=C(N)N)CCCNCCCCCCCCN=C(N)N (iminoctadine), CC(C)OP(=O)(OC(C)C)SCC=1C=CC=CC1 (iprobenfos). Yields the product C=CCOC(CN1C=CN=C1)C2=C(C=C(C=C2)Cl)Cl (imazalil). RXN SMILES: C1C(CSC(CN2N=CN=C2)=N[C:11]2[CH:16]=[CH:15][C:14]([Cl:17])=[CH:13][C:12]=2[Cl:18])=CC=C(Cl)C=1.[CH3:26][C:27]([OH:29])=O.[CH3:30][C:31](O)=O.[CH3:34][C:35](O)=O.C(CCCNCCCCCCCCN=C(N)N)CCCC[N:43]=[C:44](N)[NH2:45].[CH2:63](CCCNCCCCCCCCN=C(N)N)CCCCN=C(N)N.CCCCNC(OCC#CI)=O.CC(C1C(O)(CN2N=CN=C2)C(CC2C=CC(Cl)=CC=2)CC1)C.CC(OP(SCC1C=CC=CC=1)(OC(C)C)=O)C.CC(NC(N1C(=O)N(C2C=C(Cl)C=C(Cl)C=2)C(=O)C1)=O)C.CC1C=CC(C(NC([C@H](NC(OC(C)C)=O)C(C)C)=O)C)=CC=1.CCC(C1(C)OC1C(CC(C1OC(=O)CC2(O)OC(C(C)=CC2)C(C)=CCCCC(OC2OC(C)C(O)C(OC(N)=O)C2)C=CC(C)C(O)C1C)C)C)=O.CC(OC(C(C(OC(C)C)=O)=C1SCCS1)=O)C.CC(CC(N1C(=O)N(C2C=C(Cl)C=C(Cl)C=2)C(=O)C1)=O)C>>[CH2:63]=[CH:35][CH2:34][O:29][CH:27]([C:11]1[CH:16]=[CH:15][C:14]([Cl:17])=[CH:13][C:12]=1[Cl:18])[CH2:26][N:43]1[CH:44]=[N:45][CH:31]=[CH:30]1 |f:1.2.3.4|. Procedure: imibenconazole; iminoctadine triacetate; iminoctadine tris(albesil); iodocarb; ipconazole; iprobenfos; iprodione; iprovalicarb; irumamycin; isoprothiolane; isovaledione;